describe an organic reaction: reactants, conditions, products, and yield From a dataset of the Open Reaction Database (ORD), a public repository of structured organic reaction records. The reactants are BrC1CCCC1, Clc1ncnc2[nH]ccc12, [H-], [Na+], CN(C)C=O. Yields the product Clc1ncnc2c1ccn2C1CCCC1. As a reaction SMILES: [CH:13]1([Br:18])[CH2:14][CH2:15][CH2:16][CH2:17]1.[Cl:3][c:4]1[c:5]2[c:6]([n:7][cH:8][n:9]1)[nH:10][cH:11][cH:12]2.[H-:2].[Na+:1].[O:19]=[CH:20][N:21]([CH3:22])[CH3:23]>>[Cl:3][c:4]1[c:5]2[c:6]([n:7][cH:8][n:9]1)[n:10]([CH:13]1[CH2:14][CH2:15][CH2:16][CH2:17]1)[cH:11][cH:12]2. The reactants are Br.N[C@@H]1[C@@H](CCCC1)C(=O)OCC (ethyl cis-2-amino-1-cyclohexanecarboxylate HBr salt), ClC(=O)OCC1=CC=CC=C1 (benzyl chloroformate), C([O-])([O-])=O.[Na+].[Na+] (sodium carbonate). Solvent: C(Cl)Cl (methylene chloride). Run at time 24 hour. Yields the product C(C1=CC=CC=C1)OC(NC1C(CCCC1)C(C)=O)=O ((2-acetyl-cyclohexyl)-carbamic acid benzyl ester). Yield: 98.0%. As a reaction SMILES: Br.[NH2:2][C@H:3]1[CH2:8][CH2:7][CH2:6][CH2:5][C@H:4]1[C:9]([O:11]CC)=O.Cl[C:15]([O:17][CH2:18][C:19]1[CH:24]=[CH:23][CH:22]=[CH:21][CH:20]=1)=[O:16].[C:25](=O)([O-])[O-].[Na+].[Na+]>C(Cl)Cl>[CH2:18]([O:17][C:15](=[O:16])[NH:2][CH:3]1[CH2:8][CH2:7][CH2:6][CH2:5][CH:4]1[C:9](=[O:11])[CH3:25])[C:19]1[CH:24]=[CH:23][CH:22]=[CH:21][CH:20]=1 |f:0.1,3.4.5|. Reported procedure: To a 0° C. solution of ethyl cis-2-amino-1-cyclohexanecarboxylate HBr salt (22.34 g, 88.6 mmol) in 250 mL of methylene chloride, was added benzyl chloroformate (12.6 mL, 88.3 mmol) and 250 mL of an aqueous sodium carbonate solution. The reaction mixture was stirred for 24 h at ambient temperature. The organic layer was separated and washed with 250 mL of water, dried over sodium sulfate, filtered and concentrated to give a crude liquid. The product was purified by column chromatography (10-50:90... The reactants are CC(C)C(NC(=O)OC(C)(C)C)C(=O)N1CCC2C1C(c1c[nH]c3cc(F)ccc13)CN2c1ncccn1, ClCCl, O=C(O)C(F)(F)F. Product: CC(C)C(N)C(=O)N1CCC2C1C(c1c[nH]c3cc(F)ccc13)CN2c1ncccn1. RXN SMILES: [C:1]([O:2][C:3](=[O:4])[NH:7][CH:8]([CH:9]([CH3:10])[CH3:11])[C:12](=[O:13])[N:14]1[CH:15]2[CH:16]([CH2:17][CH2:18]1)[N:19]([c:32]1[n:33][cH:34][cH:35][cH:36][n:37]1)[CH2:20][CH:21]2[c:22]1[cH:23][nH:24][c:25]2[cH:26][c:27]([F:31])[cH:28][cH:29][c:30]12)([CH3:5])([CH3:6])[CH3:38].[Cl:46][CH2:47][Cl:48].[F:39][C:40]([F:41])([F:42])[C:43]([OH:44])=[O:45]>>[NH2:7][CH:8]([CH:9]([CH3:10])[CH3:11])[C:12](=[O:13])[N:14]1[CH:15]2[CH:16]([CH2:17][CH2:18]1)[N:19]([c:32]1[n:33][cH:34][cH:35][cH:36][n:37]1)[CH2:20][CH:21]2[c:22]1[cH:23][nH:24][c:25]2[cH:26][c:27]([F:31])[cH:28][cH:29][c:30]12.